From a dataset of the Open Reaction Database (ORD), a public repository of structured organic reaction records. describe an organic reaction: reactants, conditions, products, and yield The reactants are Cl (hydrochloric acid), C(C)N(C(C)C)C(C)C (Ethyldiisopropylamine), C(C1=CC=CC=C1)OC(=O)Cl (benzylchloroformate), O1C(CCCC1)OC(=O)C12CCC(CC1)(CC2)NCC(=O)N2[C@@H](C[C@@H](C2)F)C#N ((2S,4S)-1-[[N-[4-(2-tetrahydropyranyl)oxycarbonylbicyclo[2.2.2]oct-1-yl]amino]acetyl]-4-fluoropyrrolidine-2-carbonitrile). Run in O1CCOCC1 (dioxane), O (water). Run at time 1 hour. The product is C(C1=CC=CC=C1)OC(=O)N(C12CCC(CC1)(CC2)C(=O)O)CC(=O)N2[C@@H](C[C@@H](C2)F)C#N ((2S,4S)-1-[[N-benzyloxycarbonyl-N-(4-carboxybicyclo[2.2.2]oct-1-yl)amino]acetyl]-4-fluoropyrrolidine-2-carbonitrile). As a reaction SMILES: C(N(C(C)C)C(C)C)C.[CH2:10]([O:17][C:18](Cl)=[O:19])[C:11]1[CH:16]=[CH:15][CH:14]=[CH:13][CH:12]=1.O1CCCCC1[O:27][C:28]([C:30]12[CH2:37][CH2:36][C:33]([NH:38][CH2:39][C:40]([N:42]3[CH2:46][C@@H:45]([F:47])[CH2:44][C@H:43]3[C:48]#[N:49])=[O:41])([CH2:34][CH2:35]1)[CH2:32][CH2:31]2)=[O:29].Cl>O1CCOCC1.O>[CH2:10]([O:17][C:18]([N:38]([CH2:39][C:40]([N:42]1[CH2:46][C@@H:45]([F:47])[CH2:44][C@H:43]1[C:48]#[N:49])=[O:41])[C:33]12[CH2:36][CH2:37][C:30]([C:28]([OH:29])=[O:27])([CH2:35][CH2:34]1)[CH2:31][CH2:32]2)=[O:19])[C:11]1[CH:16]=[CH:15][CH:14]=[CH:13][CH:12]=1. Reported procedure: Ethyldiisopropylamine (194 μL) and benzylchloroformate (137 μL) were added dropwise to (2S,4S)-1-[[N-[4-(2-tetrahydropyranyl)oxycarbonylbicyclo[2.2.2]oct-1-yl]amino]acetyl]-4-fluoropyrrolidine-2-carbonitrile (379 mg) in dioxane (5 mL) while the solution was cooled in water. The mixture was stirred at room temperature for 1 hour, followed by addition of 1N hydrochloric acid (0.1 mL) and stirring at room temperature for additional 1 hour. The solvent was evaporated under reduced pressure. The resu... Reactants: ClC1=CC=C(OC2=CC=C(C=C2)NC2=NN=C(O2)C(=O)NC=2C=CC(=NC2)N2CCC(CC2)C(=O)O)C=C1 (1-(5-{[(5-{[4-(4-Chlorophenoxy)phenyl]amino}-1,3,4-oxadiazol-2-yl)carbonyl]amino}pyridin-2-yl)piperidine-4-carboxylic acid), ClC1=CC=C(OC2=CC=C(C=C2)NC2=NN=C(O2)C(=O)NC=2C=CC(=NC2)N2CCC(CC2)CC(=O)OC)C=C1 (methyl [1-(5-{[(5-{[4-(4-chlorophenoxy)phenyl]amino}-1,3,4-oxadiazol-2-yl)carbonyl]amino}pyridin-2-yl)piperidin-4-yl]acetate). Yields the product ClC1=CC=C(OC2=CC=C(C=C2)NC2=NN=C(O2)C(=O)NC=2C=CC(=NC2)N2CCC(CC2)CC(=O)O)C=C1 ([1-(5-{[(5-{[4-(4-Chlorophenoxy)phenyl]amino}-1,3,4-oxadiazol-2-yl)carbonyl]amino}pyridin-2-yl)piperidin-4-yl]acetic acid). RXN SMILES: ClC1C=CC(OC2C=CC(NC3OC(C(NC4C=CC(N5CCC(C(O)=O)CC5)=NC=4)=O)=NN=3)=CC=2)=CC=1.[Cl:39][C:40]1[CH:78]=[CH:77][C:43]([O:44][C:45]2[CH:50]=[CH:49][C:48]([NH:51][C:52]3[O:56][C:55]([C:57]([NH:59][C:60]4[CH:61]=[CH:62][C:63]([N:66]5[CH2:71][CH2:70][CH:69]([CH2:72][C:73]([O:75]C)=[O:74])[CH2:68][CH2:67]5)=[N:64][CH:65]=4)=[O:58])=[N:54][N:53]=3)=[CH:47][CH:46]=2)=[CH:42][CH:41]=1>>[Cl:39][C:40]1[CH:41]=[CH:42][C:43]([O:44][C:45]2[CH:46]=[CH:47][C:48]([NH:51][C:52]3[O:56][C:55]([C:57]([NH:59][C:60]4[CH:61]=[CH:62][C:63]([N:66]5[CH2:71][CH2:70][CH:69]([CH2:72][C:73]([OH:75])=[O:74])[CH2:68][CH2:67]5)=[N:64][CH:65]=4)=[O:58])=[N:54][N:53]=3)=[CH:49][CH:50]=2)=[CH:77][CH:78]=1. Procedure: Prepared by the procedure described for 1-(5-{[(5-{[4-(4-Chlorophenoxy)phenyl]amino}-1,3,4-oxadiazol-2-yl)carbonyl]amino}pyridin-2-yl)piperidine-4-carboxylic acid (Example 637) except starting with methyl [1-(5-{[(5-{[4-(4-chlorophenoxy)phenyl]amino}-1,3,4-oxadiazol-2-yl)carbonyl]amino}pyridin-2-yl)piperidin-4-yl]acetate (Example 640). Reactants: CC1=C(C(=O)C2=C(C1=O)N3C[C@H]4[C@@H]([C@@]3([C@@H]2COC(=O)N)OC)N4C)OC (N-methylmitomycin A), C(C)(=O)[O-].[Na+] (sodium acetate), Cl.OCCCN (3-hydroxypropylamine hydrochloride). Run in CO (methanol), CO (methanol), CO (methanol). Run at time 24 hour. Product: C(N)(O)=O.OCC1C2(N(C=3C(C(=C(C(C13)=O)NCCCO)C)=O)CC1C2N1C)C (1,1a,2,8,8a,8b-Hexahydro-8-(hydroxymethyl)-8a-methyl-1,5-dimethyl-6-(3-hydroxypropylamino)-azirino[2',3':3,4]pyrrolo-[1,2-a]indole-4,7-dione carbamate). Isolated yield 61.0%. RXN SMILES: [CH3:1][C:2]1[C:8](=[O:9])[C:7]2[N:10]3[C@@:14](OC)([C@H:15]([CH2:16][O:17][C:18]([NH2:20])=[O:19])[C:6]=2[C:4](=[O:5])[C:3]=1OC)[C@H:13]1[N:23]([CH3:24])[C@H:12]1[CH2:11]3.[C:27]([O-])(=O)C.[Na+].Cl.[OH:33][CH2:34][CH2:35][CH2:36][NH2:37]>CO>[C:18](=[O:17])([OH:19])[NH2:20].[OH:17][CH2:16][CH:15]1[C:6]2[C:4](=[O:5])[C:3]([NH:37][CH2:36][CH2:35][CH2:34][OH:33])=[C:2]([CH3:1])[C:8](=[O:9])[C:7]=2[N:10]2[CH2:11][CH:12]3[N:23]([CH3:24])[CH:13]3[C:14]12[CH3:27] |f:1.2,3.4,6.7|. Reported procedure: To a solution of 50 mg (0.13 mmol) of N-methylmitomycin A in 10 ml of anhydrous methanol, a solution of 82 mg (1 mmol) sodium acetate in 2.5 ml of methanol and a solution of 130 mg (1 mmol) of 3-hydroxypropylamine hydrochloride in 2.5 ml of methanol were added alternatively with vigorous stirring, over a period of 10 minutes. The progress of the stirred reaction was checked frequently by TLC and appeared to be complete in 24 hours. The solvent was evaporated under reduced pressure and the residu... Reactants: O=C([O-])C(=O)[O-], CCC1(c2ccc(F)cc2)CO1, C1CCOC1, CN1CCc2[nH]c3ccc(Cl)cc3c2C1, [H-], [Na+], CN(C)C=O, O=C(O)C(=O)O. Yields the product CCC(O)(Cn1c2c(c3cc(Cl)ccc31)CN(C)CC2)c1ccc(F)cc1. As a reaction SMILES: [C:30]([O-:31])(=[O:32])[C:33]([O-:34])=[O:35].[CH2:18]([CH3:19])[C:20]1([c:23]2[cH:24][cH:25][c:26]([F:29])[cH:27][cH:28]2)[O:21][CH2:22]1.[CH2:47]1[O:48][CH2:49][CH2:50][CH2:51]1.[Cl:3][c:4]1[cH:5][c:6]2[c:7]3[c:8]([nH:9][c:10]2[cH:11][cH:12]1)[CH2:13][CH2:14][N:15]([CH3:17])[CH2:16]3.[H-:1].[Na+:2].[O:42]=[CH:43][N:44]([CH3:45])[CH3:46].[OH:36][C:37]([C:38](=[O:39])[OH:40])=[O:41]>>[Cl:3][c:4]1[cH:5][c:6]2[c:7]3[c:8]([n:9]([CH2:22][C:20]([CH2:18][CH3:19])([OH:21])[c:23]4[cH:24][cH:25][c:26]([F:29])[cH:27][cH:28]4)[c:10]2[cH:11][cH:12]1)[CH2:13][CH2:14][N:15]([CH3:17])[CH2:16]3. Starting materials: C(Cl)Cl (methylene chloride), C(C)(=O)OCC=1CS[C@H]2N(C1C(=O)OC(C1=CC=CC=C1)C1=CC=CC=C1)C(C2NC=2NC1=C(N2)C=CC=C1NC(C)=O)=O (diphenylmethyl 3-acetoxymethyl-7-(4-acetylaminobenzimidazol-2-yl)aminoceph-3-em-4-carboxylate). Yields the product NC1=CC=CC=2N=CNC21 (4-aminobenzimidazole), C(C)(=O)Cl (acetyl chloride). As a reaction SMILES: [C:1]([O:4]CC1CS[C@@H]2C(N[C:31]3[NH:32][C:33]4[C:39]([NH:40]C(=O)C)=[CH:38][CH:37]=[CH:36][C:34]=4[N:35]=3)C(=O)N2C=1C(OC(C1C=CC=CC=1)C1C=CC=CC=1)=O)(=O)[CH3:2].C(Cl)[Cl:46]>>[NH2:40][C:39]1[C:33]2[NH:32][CH:31]=[N:35][C:34]=2[CH:36]=[CH:37][CH:38]=1.[C:1]([Cl:46])(=[O:4])[CH3:2]. Procedure: The diphenylmethyl 3-acetoxymethyl-7-(4-acetylaminobenzimidazol-2-yl)aminoceph-3-em-4-carboxylate used as starting material may be obtained by reaction of the corresponding 4-aminobenzimidazole derivative in dry methylene chloride with excess acetyl chloride and purifying the product by chromatography on silica using CH2Cl2 /MeOH/HOAc 97:1:2 v/v/v as eluant. Reactants: C(=O)(Cl)Cl (phosgene), C(C1=CC=CC=C1)N1CCC(CC1)OC1=CC(=C(C=C1)Cl)Cl (1-benzyl-4-(3,4-dichlorophenoxy)piperidine). Solvent: C(Cl)Cl (methylene chloride), C(Cl)Cl (methylene chloride). Run at time 1 hour. Product: ClC=1C=C(OC2CCN(CC2)C(=O)Cl)C=CC1Cl (4-(3,4-Dichlorophenoxy)-1-piperidinecarbonyl Chloride). Reaction SMILES: [C:1]([Cl:4])(Cl)=[O:2].C([N:12]1[CH2:17][CH2:16][CH:15]([O:18][C:19]2[CH:24]=[CH:23][C:22]([Cl:25])=[C:21]([Cl:26])[CH:20]=2)[CH2:14][CH2:13]1)C1C=CC=CC=1>C(Cl)Cl>[Cl:26][C:21]1[CH:20]=[C:19]([CH:24]=[CH:23][C:22]=1[Cl:25])[O:18][CH:15]1[CH2:16][CH2:17][N:12]([C:1]([Cl:4])=[O:2])[CH2:13][CH2:14]1. Procedure: To a stirred solution of 16 g (0.16 mole) of phosgene in 200 ml of methylene chloride at 15° C. under nitrogen gas was added dropwise a solution of 47.2 g (0.14 mole) of 1-benzyl-4-(3,4-dichlorophenoxy)piperidine in 100 ml of methylene chloride. The addition was complete within 1 hr and stirring was continued for an additional hour. The mixture was concentrated on a rotary evaporator to give a light oil. The oil was dissolved in isopropyl either and the mixture filtered to remove a small amount ... As a reaction SMILES: [CH3:1][O:2][c:3]1[c:4]2[cH:5][cH:6][c:7]([C:13]#[C:14][C:15]([OH:16])=[O:17])[cH:8][c:9]2[cH:10][cH:11][cH:12]1.[OH2:28].[cH:18]1[cH:19][c:20]2[c:21]([n:22][cH:23][cH:24][cH:25]2)[cH:26][cH:27]1>>[CH3:1][O:2][c:3]1[c:4]2[cH:5][cH:6][c:7]([C:13]#[CH:14])[cH:8][c:9]2[cH:10][cH:11][cH:12]1. Reactants: COc1cccc2cc(C#CC(=O)O)ccc12, O, c1ccc2ncccc2c1. Yields the product C#Cc1ccc2c(OC)cccc2c1.